The task is: describe an organic reaction: reactants, conditions, products, and yield. This data is from the Open Reaction Database (ORD), a public repository of structured organic reaction records. The reactants are C(#N)C1=CC(=C(C=C1)C(C(C(=O)OCC)C1=CC=C(C=C1)OC)=O)C (ethyl 3-(4-cyano-2-methylphenyl)-2-(4-methoxyphenyl)-3-oxopropanoate). The solvent is CS(=O)C (dimethyl sulfoxide), [Cl-].[Na+].O (brine). Conditions: temperature 150 celsius. Yields the product COC1=CC=C(C=C1)CC(=O)C1=C(C=C(C#N)C=C1)C (4-(2-(4-methoxyphenyl)acetyl)-3-methylbenzonitrile). Yield: 60.4%. As a reaction SMILES: [C:1]([C:3]1[CH:8]=[CH:7][C:6]([C:9](=[O:24])[CH:10]([C:16]2[CH:21]=[CH:20][C:19]([O:22][CH3:23])=[CH:18][CH:17]=2)C(OCC)=O)=[C:5]([CH3:25])[CH:4]=1)#[N:2]>CS(C)=O.[Cl-].[Na+].O>[CH3:23][O:22][C:19]1[CH:18]=[CH:17][C:16]([CH2:10][C:9]([C:6]2[CH:7]=[CH:8][C:3]([C:1]#[N:2])=[CH:4][C:5]=2[CH3:25])=[O:24])=[CH:21][CH:20]=1 |f:2.3.4|. Reported procedure: To a mixture of ethyl 3-(4-cyano-2-methylphenyl)-2-(4-methoxyphenyl)-3-oxopropanoate (A-6) (40 g, 0.1186 mol) in dimethyl sulfoxide (75 mL) was added catalytic amount of brine (2.5 mL), and the reaction mixture was heated at 150° C. for 2.5 h. When TLC showed the starting material was consumed, the reaction mixture was cooled down to room temperature, and partitioned between water (150 mL) and ethyl acetate (150 mL). The aqueous layer was extracted with ethyl acetate (100 mL×2). The combined org... Starting materials: [OH-].[Na+] (NaOH), BrN1C(CCC1=O)=O (N-bromo succinimide), CC(=O)NCCC1=CNC2=C1C=C(C=C2)OC (melatonin), solution. Run in C(C)(=O)O (acetic acid). Run at time 4 hour. Product: CC(=O)NCCC1=C(NC2=C1C=C(C=C2)OC)Br (2-Bromomelatonin). Isolated yield 30.0%. RXN SMILES: [Br:1]N1C(=O)CCC1=O.[CH3:9][C:10]([NH:12][CH2:13][CH2:14][C:15]1[C:19]2[CH:20]=[C:21]([O:24][CH3:25])[CH:22]=[CH:23][C:18]=2[NH:17][CH:16]=1)=[O:11].[OH-].[Na+]>C(O)(=O)C>[CH3:9][C:10]([NH:12][CH2:13][CH2:14][C:15]1[C:19]2[CH:20]=[C:21]([O:24][CH3:25])[CH:22]=[CH:23][C:18]=2[NH:17][C:16]=1[Br:1])=[O:11] |f:2.3|. Procedure: N-bromo succinimide (0.89 g, 5 mmol) was added to a solution of melatonin (1.16 g, 5 mmol) in acetic acid (20 mL). The reaction mixture was stirred under N2 at room temperature for 4 h, then cooled at 0° C., neutralized with a 50% solution of NaOH and extracted with ethyl acetate. The combined organic layers were washed with NaCl solution, dried (Na2SO4) and concentrated. Purification by flash chromatography (silica gel; ethyl acetate/cyclohexane 6:4) and crystallization gave 0.467 g (30% yield)...